Dataset: the Open Reaction Database (ORD), a public repository of structured organic reaction records. Task: describe an organic reaction: reactants, conditions, products, and yield Starting materials: Cc1ccccc1, O=C(Cl)c1ccc(Cl)cc1, [K+], N#C[S-]. Reaction SMILES: [CH3:15][c:16]1[cH:17][cH:18][cH:19][cH:20][cH:21]1.[Cl:1][C:2](=[O:3])[c:4]1[cH:5][cH:6][c:7]([Cl:8])[cH:9][cH:10]1.[K+:14].[S-:11][C:12]#[N:13]>>[C:2](=[O:3])([c:4]1[cH:5][cH:6][c:7]([Cl:8])[cH:9][cH:10]1)[N:13]=[C:12]=[S:11]. Product: O=C(N=C=S)c1ccc(Cl)cc1. Starting materials: FNC1=CC=CC=C1 (fluoroaniline), CC(C)([O-])C.[K+] (potassium tert-butoxide), CN(C)C=O (DMF), FC1=C(C#N)C=CC=C1 (2-fluorobenzonitrile). Run in O (H2O). Run at temperature 23 celsius, time 16 hour. Product: FC1=C(C=CC=C1)NC1=C(C#N)C=CC=C1 (2-[(2-fluorophenyl)amino]benzonitrile). The yield is 56.0%. RXN SMILES: F[NH:2][C:3]1[CH:8]=[CH:7][CH:6]=[CH:5][CH:4]=1.CC(C)([O-])C.[K+].[F:15][C:16]1C=[CH:22][CH:21]=[CH:20][C:17]=1C#N.[CH3:24][N:25]([CH:27]=O)C>O>[F:15][C:16]1[CH:17]=[CH:20][CH:21]=[CH:22][C:24]=1[NH:25][C:27]1[CH:4]=[CH:5][CH:6]=[CH:7][C:8]=1[C:3]#[N:2] |f:1.2|. Procedure: A solution of fluoroaniline (6.8 ml, 71 mmol) in DMF (100 ml) was treated with potassium tert-butoxide (12.7 g, 113 mmol) and then with 2-fluorobenzonitrile (7.5 ml, 71 mmol) that was slowly added to the stirring reaction with a syringe and stirred at 23° C. for 16 h. The reaction mixture was diluted with H2O (100 mL) and extracted with ethyl ether (3×50 mL), dried with (MgSO4), and evaporated. Flash chromatography (SiO2, 2-100% dichloromethane/heptane) provided 2-[(2-fluorophenyl)amino]benzonit... Starting materials: Cl (hydrochloride), compound, ClC1=CC(=C(C=C1)N=C1SC=C(N1CCCN(C(OC(C)(C)C)=O)CCO)C1=CC=C(C=C1)F)OC (tert-Butyl 3-[2-[(4-chloro-2-methoxyphenyl)imino]-4-(4-fluoro-phenyl)thiazol-3(2H)-yl]propyl(2-hydroxyethyl)carbamate), Example 9 ( 2 ). Yields the product ClC1=CC(=C(C=C1)N=C1SC=C(N1CCCNCCO)C1=CC=C(C=C1)F)OC (2-({3-[2-[(4-Chloro-2-methoxyphenyl)imino]-4-(4-fluorophenyl)-thiazol-3(2H)-yl]propyl}amino)ethanol). RXN SMILES: [Cl:1][C:2]1[CH:7]=[CH:6][C:5]([N:8]=[C:9]2[N:13]([CH2:14][CH2:15][CH2:16][N:17]([CH2:25][CH2:26][OH:27])C(=O)OC(C)(C)C)[C:12]([C:28]3[CH:33]=[CH:32][C:31]([F:34])=[CH:30][CH:29]=3)=[CH:11][S:10]2)=[C:4]([O:35][CH3:36])[CH:3]=1.Cl>>[Cl:1][C:2]1[CH:7]=[CH:6][C:5]([N:8]=[C:9]2[N:13]([CH2:14][CH2:15][CH2:16][NH:17][CH2:25][CH2:26][OH:27])[C:12]([C:28]3[CH:29]=[CH:30][C:31]([F:34])=[CH:32][CH:33]=3)=[CH:11][S:10]2)=[C:4]([O:35][CH3:36])[CH:3]=1. Procedure details: The compound (850 mg) obtained in the above (2) was treated in a similar manner to in Example 9 (2) to give the title compound (758 mg) as hydrochloride. Reactants: BrCc1cccs1, CCCCP(CCCC)CCCC, Cc1ccccc1. Product: [Br-], CCCC[P+](CCCC)(CCCC)Cc1cccs1. As a reaction SMILES: [Br:1][CH2:2][c:3]1[s:4][cH:5][cH:6][cH:7]1.[CH2:8]([CH2:9][CH2:10][CH3:11])[P:12]([CH2:13][CH2:14][CH2:15][CH3:16])[CH2:17][CH2:18][CH2:19][CH3:20].[CH3:21][c:22]1[cH:23][cH:24][cH:25][cH:26][cH:27]1>>[Br-:1].[CH2:2]([c:3]1[s:4][cH:5][cH:6][cH:7]1)[P+:12]([CH2:8][CH2:9][CH2:10][CH3:11])([CH2:13][CH2:14][CH2:15][CH3:16])[CH2:17][CH2:18][CH2:19][CH3:20]. Starting materials: [Cl-].[NH4+] (ammonium chloride), dichloropalladiumbis(triphenylphosphine), CC1(C=2C(=CC(=CC2C(CC1)(C)C)C(C#C)O)OCCOCC)C (1-[5,5,8,8-tetramethyl-4-(2-ethoxyethoxy)-5,6,7,8-tetrahydronaphth-2-yl]prop-2-yn-1-ol), OC1=C(C(=O)O)C=CC(=C1)I (2-hydroxy-4-iodobenzoic acid). Reagents/catalysts: [Cu](I)I (copper iodide). Solvent: CN(C)C=O (DMF), C(C)N(CC)CC (triethylamine). Run at temperature 50 celsius, time 30 minute. The product is OC(C#CC1=CC(=C(C(=O)O)C=C1)O)C1=CC=2C(CCC(C2C(=C1)OCCOCC)(C)C)(C)C (4-{3-Hydroxy-3-[4-(2-ethoxyethoxy)-5,5,8,8-tetramethyl-5,6,7,8-tetrahydronaphth-2-yl]prop-1-ynyl}-2-hydroxybenzoic acid). Yield: 42.0%. Reaction SMILES: [CH3:1][C:2]1([CH3:24])[CH2:11][CH2:10][C:9]([CH3:13])([CH3:12])[C:8]2[CH:7]=[C:6]([CH:14]([OH:17])[C:15]#[CH:16])[CH:5]=[C:4]([O:18][CH2:19][CH2:20][O:21][CH2:22][CH3:23])[C:3]1=2.[OH:25][C:26]1[CH:34]=[C:33](I)[CH:32]=[CH:31][C:27]=1[C:28]([OH:30])=[O:29].[Cl-].[NH4+]>CN(C=O)C.C(N(CC)CC)C.[Cu](I)I>[OH:17][CH:14]([C:6]1[CH:5]=[C:4]([O:18][CH2:19][CH2:20][O:21][CH2:22][CH3:23])[C:3]2[C:2]([CH3:24])([CH3:1])[CH2:11][CH2:10][C:9]([CH3:12])([CH3:13])[C:8]=2[CH:7]=1)[C:15]#[C:16][C:33]1[CH:32]=[CH:31][C:27]([C:28]([OH:30])=[O:29])=[C:26]([OH:25])[CH:34]=1 |f:2.3|. Procedure: 200 mg (0.6 mmol) of 1-[5,5,8,8-tetramethyl-4-(2-ethoxyethoxy)-5,6,7,8-tetrahydronaphth-2-yl]prop-2-yn-1-ol (Example 2b) and 175 mg (0.4 mmol) of 2-hydroxy-4-iodobenzoic acid are dissolved in 5 mL of DMF and 2 mL of triethylamine. 10 mg of copper iodide and 20 mg of dichloropalladiumbis(triphenylphosphine) are added, and the reaction medium is stirred at 50° C. for 2 hours 30 minutes. The reaction medium is poured into ammonium chloride solution and extracted with ethyl acetate. The residue is p... The reactants are CC(C=O)CCC(CC(C)(C)C)C (2,5,7,7-tetramethyloctanal), C(#N)CC(=O)O (cyanoacetic acid), C1(=CC=CC=C1)C (toluene), C(C)(=O)[O-].[NH4+] (ammonium acetate). Solvent: CN(C=O)C (dimethylformamide). Conditions: temperature 180 celsius, time 4 hour. Yields the product CC(=CCC#N)CCC(CC(C)(C)C)C (4,7,9,9-tetramethyldec-3-enenitrile). Isolated yield 91.2%. Reaction SMILES: [CH3:1][CH:2]([CH2:5][CH2:6][CH:7]([CH3:13])[CH2:8][C:9]([CH3:12])([CH3:11])[CH3:10])[CH:3]=O.[C:14]([CH2:16]C(O)=O)#[N:15].C1(C)C=CC=CC=1.C([O-])(=O)C.[NH4+]>CN(C)C=O>[CH3:1][C:2]([CH2:5][CH2:6][CH:7]([CH3:13])[CH2:8][C:9]([CH3:12])([CH3:11])[CH3:10])=[CH:3][CH2:16][C:14]#[N:15] |f:3.4|. Procedure details: 438 g (2.38 moles) of 2,5,7,7-tetramethyloctanal, 202 g (2.38 moles) of cyanoacetic acid, 350 ml of toluene, 350 ml of dimethylformamide and 28.5 g of ammonium acetate were heated under a water separator for 4 h, while stirring. Thereafter, the toluene was distilled off and the remaining residue was heated for 2 h at 180° C. The cooled residue was poured onto ice water and 10 extracted with diethyl ether. The organic phase was washed in succession with NaHCO: solution and water and then distille...